This data is from the Open Reaction Database (ORD), a public repository of structured organic reaction records. The task is: describe an organic reaction: reactants, conditions, products, and yield Reactants: C1CNCCN1, CC(C)(C)n1cc(C(=O)O)c(=O)c2cc(F)c(Cl)cc21, c1ccncc1. Yields the product CC(C)(C)n1cc(C(=O)O)c(=O)c2cc(F)c(N3CCNCC3)cc21. Reaction SMILES: [CH2:21]1[CH2:22][NH:23][CH2:24][CH2:25][NH:26]1.[CH3:1][C:2]([CH3:3])([CH3:4])[n:5]1[cH:6][c:7]([C:18](=[O:19])[OH:20])[c:8](=[O:17])[c:9]2[cH:10][c:11]([F:16])[c:12]([Cl:15])[cH:13][c:14]12.[cH:27]1[cH:28][cH:29][n:30][cH:31][cH:32]1>>[CH3:1][C:2]([CH3:3])([CH3:4])[n:5]1[cH:6][c:7]([C:18](=[O:19])[OH:20])[c:8](=[O:17])[c:9]2[cH:10][c:11]([F:16])[c:12]([N:23]3[CH2:22][CH2:21][NH:26][CH2:25][CH2:24]3)[cH:13][c:14]12.